The task is: describe an organic reaction: reactants, conditions, products, and yield. This data is from the Open Reaction Database (ORD), a public repository of structured organic reaction records. Reactants: Br (hydrobromic acid), C(C)(=O)O[C@@H]1[C@H](OC(C)=O)[C@@H](OC(C)=O)[C@H](OC(C)=O)[C@H](O1)COC(C)=O (1,2,3,4,6-penta-O-acetyl-α-D-glucopyranose), C(C)(=O)OCC.CCCCCC (ethyl acetate hexane). Solvent: ClCCl (dichloromethane). Product: C(C)(=O)O[C@H]1[C@H](O[C@@H]([C@H]([C@@H]1OC(C)=O)OC(C)=O)COC(C)=O)Br (2,3,4,6-tetra-O-acetyl-α-D-glucopyranosyl bromide). Reaction SMILES: C(O[C@H:5]1[O:22][C@H:21]([CH2:23][O:24][C:25](=[O:27])[CH3:26])[C@@H:16]([O:17][C:18](=[O:20])[CH3:19])[C@H:11]([O:12][C:13](=[O:15])[CH3:14])[C@H:6]1[O:7][C:8](=[O:10])[CH3:9])(=O)C.[BrH:28].C(OCC)(=O)C.CCCCCC>ClCCl>[C:8]([O:7][C@@H:6]1[C@@H:11]([O:12][C:13](=[O:15])[CH3:14])[C@H:16]([O:17][C:18](=[O:20])[CH3:19])[C@@H:21]([CH2:23][O:24][C:25](=[O:27])[CH3:26])[O:22][C@@H:5]1[Br:28])(=[O:10])[CH3:9] |f:2.3|. Procedure: 1,2,3,4,6-penta-O-acetyl-α-D-glucopyranose (1.0 g, 2.60 mmol) was dissolved in 20 mL of dichloromethane and 1.90 mL of hydrobromic acid (33% in acetic acid) at 0° C., and the reaction was stirred while warming to room temperature. TLC (40% ethyl acetate-hexane) after 18 h showed complete consumption of the starting material and formation of a higher running spot. The reaction was slowly diluted with saturated sodium bicarbonate (25 mL), extracted into dichloromethane (2×100 mL), dried over sodiu... Starting materials: O, ON=C1CCCc2c1c1cccc3c1n2CCC3. Product: O=C1NCCCc2c1c1cccc3c1n2CCC3. RXN SMILES: [OH2:19].[cH:1]1[c:2]2[c:3]3[c:8]([n:9]4[c:10]2[c:11]([cH:12][cH:13]1)[CH2:14][CH2:15][CH2:16]4)[CH2:7][CH2:6][CH2:5][C:4]3=[N:17][OH:18]>>[cH:1]1[c:2]2[c:3]3[c:8]([n:9]4[c:10]2[c:11]([cH:12][cH:13]1)[CH2:14][CH2:15][CH2:16]4)[CH2:7][CH2:6][CH2:5][NH:17][C:4]3=[O:19]. Starting materials: CNC(=O)C=1C(=C(C(=C(C1OC)N)C(NC)=O)OC)N (3,6-Bis(methylcarbamyl)-1,4-dimethoxy-2,5-diaminobenzene), CN(C=O)C (dimethyl formamide), 2- and 5-acetamido N(H), [K+].[Br-] (KBr), 79Br, 3- and 6-carbamyl methyl, N1=CC=CC=C1 (pyridine), BrCC(=O)Cl (bromoacetyl chloride), 3- and 6-carbamyl. The solvent is C(CCC)O.C(C)(=O)O.O (n-butanol acetic acid water). Reaction conditions: time 6 hour. Product: BrCC(=O)NC1=C(C(=C(C(=C1C(NC)=O)OC)NC(CBr)=O)C(NC)=O)OC (2,5 -Bis(bromoacetamido)-3,6-bis(methylcarbamyl)-1,4-dimethoxybenzene). As a reaction SMILES: [CH3:1][NH:2][C:3]([C:5]1[C:6]([NH2:20])=[C:7]([O:18][CH3:19])[C:8]([C:14](=[O:17])[NH:15][CH3:16])=[C:9]([NH2:13])[C:10]=1[O:11][CH3:12])=[O:4].N1[CH:26]=[CH:25]C=CC=1.[Br:27][CH2:28][C:29](Cl)=[O:30].[K+].[Br-:33].CN(C)C=[O:37]>C(O)CCC.C(O)(=O)C.O>[Br:33][CH2:25][C:26]([NH:13][C:9]1[C:8]([C:14](=[O:17])[NH:15][CH3:16])=[C:7]([O:18][CH3:19])[C:6]([NH:20][C:29](=[O:30])[CH2:28][Br:27])=[C:5]([C:3](=[O:4])[NH:2][CH3:1])[C:10]=1[O:11][CH3:12])=[O:37] |f:3.4,6.7.8|. Procedure details: To a solution of 503 mg (1.42 mmol) of 9 .2HCl in 15 mL of dry dimethyl formamide were added sequentially, 533 μL (6.59 mmol) of pyridine and 282 μL (3.42 mmol) of bromoacetyl chloride. After allowing the mixture to stir at room temperature for 6 hours, the precipitated product was filtered off and rinsed with water and then rinsed with ethanol: 393 mg (53%) yield; mp 308°-310° C.; TLC (n-butanol/acetic acid/water [5:2:3]), Rf =0.58; IR (KBr pellet) 3380, 3278, 1681, 1638, 1551, 1472, 1411, 1325... Starting materials: ClC1=C(C=CC=C1Cl)C1=NN=NN1 (5-(2,3-dichlorophenyl)-1H-tetrazole), C([O-])([O-])=O.[K+].[K+] (potassium carbonate), BrCCF (1-bromo-2-fluoroethane). Solvent: C(C)#N (acetonitrile). Conditions: time 15 minute. Product: ClC1=C(C=CC=C1Cl)C1=NNN(N1)CCF (5-(2,3-dichlorophenyl)-2-(2-fluoroethyl)-1H-tetrazole). The yield is 65.4%. Reaction SMILES: [Cl:1][C:2]1[C:7]([Cl:8])=[CH:6][CH:5]=[CH:4][C:3]=1[C:9]1[NH:13][N:12]=[N:11][N:10]=1.C(=O)([O-])[O-].[K+].[K+].Br[CH2:21][CH2:22][F:23]>C(#N)C>[Cl:1][C:2]1[C:7]([Cl:8])=[CH:6][CH:5]=[CH:4][C:3]=1[C:9]1[NH:13][N:12]([CH2:21][CH2:22][F:23])[NH:11][N:10]=1 |f:1.2.3|. Reported procedure: To 100 mL of acetonitrile was added 5 g of 5-(2,3-dichlorophenyl)-1H-tetrazole (Lancester Synthesis Inc., Windham, N.H.) followed by 2.5 g of potassium carbonate. After stirring for 15 min, 5 g of 1-bromo-2-fluoroethane was added dropwise. After the addition, the resulting mixture was then heated to reflux for 3 hours and then filtered. The solvent was then evaporated under reduced pressure leaving 4 g of 5-(2,3-dichlorophenyl)-2-(2-fluoroethyl)-1H-tetrazole as an oil. The reactants are FC(C(=O)O)(F)F.S1C(=NC2=C1C=CC=C2)S(=O)(=O)N2C(CNCC2)=O (1-(benzothiazole-2-sulfonyl)-piperazin-2-one trifluoroacetic acid salt), C(C1=CC=2OCOC2C=C1)OC(=O)NC=1NC(C=2N=CN(C2N1)CC(=O)O)=O ([2-N-(piperonyloxycarbonyl)-guanin-9-yl]-acetic acid). Product: S1C(=NC2=C1C=CC=C2)S(=O)(=O)N2C(CN(CC2)C(CN2C=1N=C(NC(C1N=C2)=O)NC(=O)OCC2=CC=1OCOC1C=C2)=O)=O (1-(Benzothiazole-2-sulfonyl)-4-{[2-N-(piperonyloxycarbonyl)-guanin-9-yl]-acetyl}-piperazin-2-one). RXN SMILES: FC(F)(F)C(O)=O.[S:8]1[C:12]2[CH:13]=[CH:14][CH:15]=[CH:16][C:11]=2[N:10]=[C:9]1[S:17]([N:20]1[CH2:25][CH2:24][NH:23][CH2:22][C:21]1=[O:26])(=[O:19])=[O:18].[CH2:27]([O:37][C:38]([NH:40][C:41]1[NH:42][C:43](=[O:54])[C:44]2[N:45]=[CH:46][N:47]([CH2:50][C:51](O)=[O:52])[C:48]=2[N:49]=1)=[O:39])[C:28]1[CH:36]=[CH:35][C:34]2[O:33][CH2:32][O:31][C:30]=2[CH:29]=1>>[S:8]1[C:12]2[CH:13]=[CH:14][CH:15]=[CH:16][C:11]=2[N:10]=[C:9]1[S:17]([N:20]1[CH2:25][CH2:24][N:23]([C:51](=[O:52])[CH2:50][N:47]2[CH:46]=[N:45][C:44]3[C:43](=[O:54])[NH:42][C:41]([NH:40][C:38]([O:37][CH2:27][C:28]4[CH:36]=[CH:35][C:34]5[O:33][CH2:32][O:31][C:30]=5[CH:29]=4)=[O:39])=[N:49][C:48]2=3)[CH2:22][C:21]1=[O:26])(=[O:19])=[O:18] |f:0.1|. Reported procedure: The title compound was synthesized by the reaction of 1-(benzothiazole-2-sulfonyl)-piperazin-2-one trifluoroacetic acid salt with [2-N-(piperonyloxycarbonyl)-guanin-9-yl]-acetic acid as per the procedure of Example 52. 1H NMR (500 MHz; DMSO-d6) δ 11.40 (brs, 2H), 8.36 (m, 1H), 8.27 (m, 1H), 7.84 (s, 0.6H), 7.78 (s, 0.4H), 7.73 (m, 2H), 7.02 (s, 1H), 6.93 (s, 2H), 6.04 (s, 2H), 5.15 (m, 3.2H), 5.05 (s, 0.8H), 4.55 (s, 0.8H), 4.30 (s, 1.2H), 4.27 (t, 1.2H), 4.11 (t, 0.8H), 4.07 (t, 1.2H), 3.88 (t,... Run in C(Cl)Cl (methylene chloride). The product is OC1=C(C=O)C=C(C(=C1Br)OC)C(C)(C)C (2-hydroxy-3-bromo-4-methoxy-(1,1-dimethylethyl)benzaldehyde). Starting materials: OC1=C(C=O)C=C(C(=C1)OC)C(C)(C)C (2-hydroxy 4-methoxy-5-(1,1-dimethylethyl)benzaldehyde), BrN1C(CCC1=O)=O (N-bromosuccinimide), O (Water). As a reaction SMILES: [OH:1][C:2]1[CH:9]=[C:8]([O:10][CH3:11])[C:7]([C:12]([CH3:15])([CH3:14])[CH3:13])=[CH:6][C:3]=1[CH:4]=[O:5].[Br:16]N1C(=O)CCC1=O.O>C(Cl)Cl>[OH:1][C:2]1[C:9]([Br:16])=[C:8]([O:10][CH3:11])[C:7]([C:12]([CH3:15])([CH3:14])[CH3:13])=[CH:6][C:3]=1[CH:4]=[O:5]. Reported procedure: A solution of 2.56 g (12.3 mmol) of 2-hydroxy 4-methoxy-5-(1,1-dimethylethyl)benzaldehyde and 2.19 g (12.3 mmol) of N-bromosuccinimide in 20 ml of methylene chloride was stirred for 6 hours. Water (50 ml) was added. The organic phase was dried and evaporated. The residue was chromatographed on silica gel (36 g) using 2:98 (v/v) ether/hexane as eluent. There was obtained 2.45 g (8.53 mmol, 69%) of 2-hydroxy-3-bromo-4-methoxy-(1,1-dimethylethyl)benzaldehyde as white crystals after crystallization ... The yield is 69.3%. The reactants are CCOC(C)=O, CC(C)(C)OC(=O)n1c(-c2cc3ccccc3nc2Cl)cc2cc(CN=[N+]=[N-])ccc21. The product is CC(C)(C)OC(=O)n1c(-c2cc3ccccc3nc2Cl)cc2cc(CN)ccc21. Reaction SMILES: [CH3:32][CH2:33][O:34][C:35]([CH3:36])=[O:37].[N:1](=[N+:2]=[N-:3])[CH2:4][c:5]1[cH:6][c:7]2[cH:8][c:9](-[c:21]3[c:22]([Cl:31])[n:23][c:24]4[cH:25][cH:26][cH:27][cH:28][c:29]4[cH:30]3)[n:10]([C:14](=[O:15])[O:16][C:17]([CH3:18])([CH3:19])[CH3:20])[c:11]2[cH:12][cH:13]1>>[NH2:1][CH2:4][c:5]1[cH:6][c:7]2[cH:8][c:9](-[c:21]3[c:22]([Cl:31])[n:23][c:24]4[cH:25][cH:26][cH:27][cH:28][c:29]4[cH:30]3)[n:10]([C:14](=[O:15])[O:16][C:17]([CH3:18])([CH3:19])[CH3:20])[c:11]2[cH:12][cH:13]1. The reactants are BrC1=CC=C(C=N1)C(=O)N1CCN(CC1)C1=NC(=C(C=C1C)C)C ((6-bromopyridin-3-yl)[4-(3,5,6-trimethylpyridin-2-yl)piperazin-1-yl]methanone), CN1C(NC(C1=O)(C)C)=O (3,5,5-trimethylimidazolidine-2,4-dione). The product is CN1C(N(C(C1=O)(C)C)C1=NC=C(C=C1)C(=O)N1CCN(CC1)C1=NC(=C(C=C1C)C)C)=O (3,5,5-trimethyl-1-{5-[4-(3,5,6-trimethylpyridin-2-yl)piperazine-1-carbonyl]pyridin-2-yl}imidazolidine-2,4-dione). Yield: 63.1%. Reaction SMILES: Br[C:2]1[N:7]=[CH:6][C:5]([C:8]([N:10]2[CH2:15][CH2:14][N:13]([C:16]3[C:21]([CH3:22])=[CH:20][C:19]([CH3:23])=[C:18]([CH3:24])[N:17]=3)[CH2:12][CH2:11]2)=[O:9])=[CH:4][CH:3]=1.[CH3:25][N:26]1[C:30](=[O:31])[C:29]([CH3:33])([CH3:32])[NH:28][C:27]1=[O:34]>>[CH3:25][N:26]1[C:30](=[O:31])[C:29]([CH3:33])([CH3:32])[N:28]([C:2]2[CH:3]=[CH:4][C:5]([C:8]([N:10]3[CH2:15][CH2:14][N:13]([C:16]4[C:21]([CH3:22])=[CH:20][C:19]([CH3:23])=[C:18]([CH3:24])[N:17]=4)[CH2:12][CH2:11]3)=[O:9])=[CH:6][N:7]=2)[C:27]1=[O:34]. Reported procedure: Using (6-bromopyridin-3-yl)[4-(3,5,6-trimethylpyridin-2-yl)piperazin-1-yl]methanone (156 mg) described in Preparation Example 205 and 3,5,5-trimethylimidazolidine-2,4-dione (63 mg) described in Preparation Example 218 and by the reaction and treatment in the same manner as in Example 536, the title compound (114 mg) was obtained.